describe an organic reaction: reactants, conditions, products, and yield From a dataset of the Open Reaction Database (ORD), a public repository of structured organic reaction records. Starting materials: [BH4-], C=CCOC(=O)N1CC(C(C)(C)C)CC1(CCn1cncc1C=O)O[SiH](C)C, CO, Cl, [Na+], C1CCOC1. Yields the product C=CCOC(=O)N1CC(C(C)(C)C)CC1(CCn1cncc1CO)O[SiH](C)C. RXN SMILES: [BH4-:29].[CH2:1]([CH:2]=[CH2:3])[O:4][C:5](=[O:6])[N:7]1[C:8]([CH2:16][CH2:17][n:18]2[cH:19][n:20][cH:21][c:22]2[CH:23]=[O:24])([O:25][SiH:26]([CH3:27])[CH3:28])[CH2:9][CH:10]([C:12]([CH3:13])([CH3:14])[CH3:15])[CH2:11]1.[CH3:37][OH:38].[ClH:31].[Na+:30].[O:32]1[CH2:33][CH2:34][CH2:35][CH2:36]1>>[CH2:1]([CH:2]=[CH2:3])[O:4][C:5](=[O:6])[N:7]1[C:8]([CH2:16][CH2:17][n:18]2[cH:19][n:20][cH:21][c:22]2[CH2:23][OH:24])([O:25][SiH:26]([CH3:27])[CH3:28])[CH2:9][CH:10]([C:12]([CH3:13])([CH3:14])[CH3:15])[CH2:11]1. Starting materials: NC=1C=CC=C2CN(C(C12)=O)C(CS(=O)(=O)C)C1=CC(=C(C=C1)OC)OCC (7-amino-2-[1-(3-ethoxy-4-methoxyphenyl)-2-(methylsulfonyl)ethyl]isoindolin-1-one), C1(CC1)C(=O)Cl (cyclopropane carbonyl chloride), CO (methanol). The solvent is C(C)O (ethanol). Run at time 30 minute. The product is C1(CC1)C(=O)NC1=C2C(N(CC2=CC=C1)C(CS(=O)(=O)C)C1=CC(=C(C=C1)OC)OCC)=O (cyclopropyl-N-{2-[1-(3-ethoxy-4-methoxyphenyl)-2-(methylsulfonyl)ethyl]-3-oxoisoindolin-4-yl}carboxamide). Isolated yield 86.0%. Reaction SMILES: [NH2:1][C:2]1[CH:3]=[CH:4][CH:5]=[C:6]2[C:10]=1[C:9](=[O:11])[N:8]([CH:12]([C:18]1[CH:23]=[CH:22][C:21]([O:24][CH3:25])=[C:20]([O:26][CH2:27][CH3:28])[CH:19]=1)[CH2:13][S:14]([CH3:17])(=[O:16])=[O:15])[CH2:7]2.[CH:29]1([C:32](Cl)=[O:33])[CH2:31][CH2:30]1.CO>C(O)C>[CH:29]1([C:32]([NH:1][C:2]2[CH:3]=[CH:4][CH:5]=[C:6]3[C:10]=2[C:9](=[O:11])[N:8]([CH:12]([C:18]2[CH:23]=[CH:22][C:21]([O:24][CH3:25])=[C:20]([O:26][CH2:27][CH3:28])[CH:19]=2)[CH2:13][S:14]([CH3:17])(=[O:15])=[O:16])[CH2:7]3)=[O:33])[CH2:31][CH2:30]1. Procedure: A stirred mixture of 7-amino-2-[1-(3-ethoxy-4-methoxyphenyl)-2-(methylsulfonyl)ethyl]isoindolin-1-one (1.0 g, 2.5 mmol) and cyclopropane carbonyl chloride (1 mL) was heated to reflux for 7 min. To the cooled mixture was added methanol (3 mL) at 0° C. and the mixture was stirred for 30 min. To the suspension was added ethanol (5 mL). The suspension was filtered and washed with ethanol to give cyclopropyl-N-{2-[1-(3-ethoxy-4-methoxyphenyl)-2-(methylsulfonyl)ethyl]-3-oxoisoindolin-4-yl}carboxamide ...